From a dataset of the Open Reaction Database (ORD), a public repository of structured organic reaction records. describe an organic reaction: reactants, conditions, products, and yield Reactants: C(O)([O-])=O.[Na+] (sodium hydrogencarbonate), Cl.C(C)(OCC)=N (ethyl acetoimidate hydrochloride), Cl.Cl.N1CC(CC1)OC1=CC=C(OCC2=NC3=C(N2CCOC)C=CC(=C3)C(=N)N)C=C1 (2-[4-(pyrrolidin-3-yloxy)phenoxymethyl]-1-(2-methoxyethyl)benzimidazole-5-carboxamidine dihydrochloride). Solvent: O1CCCC1 (tetrahydrofuran), O (water). Reaction conditions: time 16 hour. Product: Cl.Cl.C(C)(=N)N1CC(CC1)OC1=CC=C(OCC2=NC3=C(N2CCOC)C=CC(=C3)C(=N)N)C=C1 (2-[4-(1-Acetimidoylpyrrolidin-3-yloxy)phenoxymethyl]-1-(2-methoxyethyl)benzimidazole-5-carboxamidine Dihydrochloride). Isolated yield 167.6%. As a reaction SMILES: [ClH:1].Cl.[NH:3]1[CH2:7][CH2:6][CH:5]([O:8][C:9]2[CH:32]=[CH:31][C:12]([O:13][CH2:14][C:15]3[N:19]([CH2:20][CH2:21][O:22][CH3:23])[C:18]4[CH:24]=[CH:25][C:26]([C:28]([NH2:30])=[NH:29])=[CH:27][C:17]=4[N:16]=3)=[CH:11][CH:10]=2)[CH2:4]1.C(=O)([O-])O.[Na+].Cl.[C:39](=[NH:44])(OCC)[CH3:40]>O1CCCC1.O>[ClH:1].[ClH:1].[C:39]([N:3]1[CH2:7][CH2:6][CH:5]([O:8][C:9]2[CH:10]=[CH:11][C:12]([O:13][CH2:14][C:15]3[N:19]([CH2:20][CH2:21][O:22][CH3:23])[C:18]4[CH:24]=[CH:25][C:26]([C:28]([NH2:30])=[NH:29])=[CH:27][C:17]=4[N:16]=3)=[CH:31][CH:32]=2)[CH2:4]1)(=[NH:44])[CH3:40] |f:0.1.2,3.4,5.6,9.10.11|. Procedure details: To a solution of 2-[4-(pyrrolidin-3-yloxy)phenoxymethyl]-1-(2-methoxyethyl)benzimidazole-5-carboxamidine dihydrochloride (44 mg) in a mixture of tetrahydrofuran (2 ml) and water (0.6 ml) were added sodium hydrogencarbonate (38 mg), and ethyl acetoimidate hydrochloride (33 mg), and the mixture was stirred at room temperature for 16 hours. After completion of the reaction, insoluble material was removed and the solvent was evaporated. The obtained residue was separated by HPLC (50% methanol-water,...